From a dataset of the Open Reaction Database (ORD), a public repository of structured organic reaction records. describe an organic reaction: reactants, conditions, products, and yield The reactants are C1CCOC1, CN, CCCC(NC(=O)c1cnn(-c2ccc(Cl)cc2)c1CBr)c1cccc(C(F)(F)F)c1, CN(C)C=O. Product: CCCC(NC(=O)c1cnn(-c2ccc(Cl)cc2)c1CN)c1cccc(C(F)(F)F)c1. RXN SMILES: [CH2:34]1[O:35][CH2:36][CH2:37][CH2:38]1.[CH3:32][NH2:33].[F:1][C:2]([c:3]1[cH:4][c:5]([CH:9]([CH2:10][CH2:11][CH3:12])[NH:13][C:14](=[O:15])[c:16]2[cH:17][n:18][n:19](-[c:23]3[cH:24][cH:25][c:26]([Cl:29])[cH:27][cH:28]3)[c:20]2[CH2:21][Br:22])[cH:6][cH:7][cH:8]1)([F:30])[F:31].[O:39]=[CH:40][N:41]([CH3:42])[CH3:43]>>[F:1][C:2]([c:3]1[cH:4][c:5]([CH:9]([CH2:10][CH2:11][CH3:12])[NH:13][C:14](=[O:15])[c:16]2[cH:17][n:18][n:19](-[c:23]3[cH:24][cH:25][c:26]([Cl:29])[cH:27][cH:28]3)[c:20]2[CH2:21][NH2:33])[cH:6][cH:7][cH:8]1)([F:30])[F:31].